Dataset: the Open Reaction Database (ORD), a public repository of structured organic reaction records. Task: describe an organic reaction: reactants, conditions, products, and yield Reactants: C(C)(C)(C)OC(CCC1=C(C=C(C=C1)O)CN1C(C2=CC=CC=C2C1=O)=O)=O (3-[2-(1,3-Dioxo-1,3-dihydro-isoindol-2-ylmethyl)-4-hydroxy-phenyl]-propionic acid tert-butyl ester), CN1C(N(CC1CCOS(=O)(=O)C1=CC=C(C=C1)C)CC1=CC=C(C=C1)C(F)(F)F)=O (Toluene-4-sulfonic acid 2-[3-methyl-2-oxo-1-(4-trifluoromethyl-benzyl)-imidazolidin-4-yl]-ethyl ester), C(=O)([O-])[O-].[Cs+].[Cs+] (Cs2CO3). Solvent: O (water), CN(C)C=O (DMF). Conditions: temperature 60 celsius. The product is C(C)(C)(C)OC(CCC1=C(C=C(C=C1)OCCC1N(C(N(C1)CC1=CC=C(C=C1)C(F)(F)F)=O)C)CN1C(C2=CC=CC=C2C1=O)=O)=O (3-(2-(1,3-Dioxo-1,3-dihydro-isoindol-2-ylmethyl)-4-{2-[3-methyl-2-oxo-1-(4-trifluoromethyl-benzyl)-imidazolidin-4-yl]-ethoxy}-phenyl)-propionic acid tert-butyl ester). Isolated yield 72.1%. As a reaction SMILES: [C:1]([O:5][C:6](=[O:28])[CH2:7][CH2:8][C:9]1[CH:14]=[CH:13][C:12]([OH:15])=[CH:11][C:10]=1[CH2:16][N:17]1[C:25](=[O:26])[C:24]2[C:19](=[CH:20][CH:21]=[CH:22][CH:23]=2)[C:18]1=[O:27])([CH3:4])([CH3:3])[CH3:2].[CH3:29][N:30]1[CH:34]([CH2:35][CH2:36]OS(C2C=CC(C)=CC=2)(=O)=O)[CH2:33][N:32]([CH2:48][C:49]2[CH:54]=[CH:53][C:52]([C:55]([F:58])([F:57])[F:56])=[CH:51][CH:50]=2)[C:31]1=[O:59].C([O-])([O-])=O.[Cs+].[Cs+]>CN(C=O)C.O>[C:1]([O:5][C:6](=[O:28])[CH2:7][CH2:8][C:9]1[CH:14]=[CH:13][C:12]([O:15][CH2:36][CH2:35][CH:34]2[CH2:33][N:32]([CH2:48][C:49]3[CH:54]=[CH:53][C:52]([C:55]([F:57])([F:58])[F:56])=[CH:51][CH:50]=3)[C:31](=[O:59])[N:30]2[CH3:29])=[CH:11][C:10]=1[CH2:16][N:17]1[C:18](=[O:27])[C:19]2[C:24](=[CH:23][CH:22]=[CH:21][CH:20]=2)[C:25]1=[O:26])([CH3:4])([CH3:2])[CH3:3] |f:2.3.4|. Reported procedure: To a solution of 3-[2-(1,3-Dioxo-1,3-dihydro-isoindol-2-ylmethyl)-4-hydroxy-phenyl]-propionic acid tert-butyl ester (57 mg, 0.15 mmol) and Toluene-4-sulfonic acid 2-[3-methyl-2-oxo-1-(4-trifluoromethyl-benzyl)-imidazolidin-4-yl]-ethyl ester (75 mg, 0.16 mmol) in DMF (1 ml) is added Cs2CO3 (64 mg, 0.19 mmol), and the mixture heated at 60° C. for 14 hours. The mixture is cooled, diluted with water (25 ml) and extracted with ethyl acetate (2×25 ml). The combined organic extracts were washed with br...